From a dataset of the Open Reaction Database (ORD), a public repository of structured organic reaction records. describe an organic reaction: reactants, conditions, products, and yield Reaction SMILES: [CH2:19]([c:20]1[cH:21][cH:22][cH:23][cH:24][cH:25]1)[O:26][NH2:27].[CH2:31]([N:32]=[C:33]=[N:34][CH2:35][CH2:36][CH2:37][N:38]([CH3:39])[CH3:40])[CH3:41].[ClH:18].[ClH:30].[ClH:42].[K+:29].[OH-:28].[OH2:43].[c:1]1([CH2:7][C:8](=[O:9])[NH:10][CH:11]([CH:12]([OH:13])[CH3:14])[C:15](=[O:16])[OH:17])[cH:2][cH:3][cH:4][cH:5][cH:6]1>>[c:1]1([CH2:7][C:8](=[O:9])[NH:10][CH:11]([CH:12]([OH:13])[CH3:14])[C:15](=[O:17])[NH:27][O:26][CH2:19][c:20]2[cH:21][cH:22][cH:23][cH:24][cH:25]2)[cH:2][cH:3][cH:4][cH:5][cH:6]1. Product: CC(O)C(NC(=O)Cc1ccccc1)C(=O)NOCc1ccccc1. Starting materials: NOCc1ccccc1, CCN=C=NCCCN(C)C, Cl, Cl, Cl, [K+], [OH-], O, CC(O)C(NC(=O)Cc1ccccc1)C(=O)O. Reactants: CC(=O)O, CCOC(=O)C(=NOC)C(=O)CC, O=S(=O)(Cl)Cl. Yields the product CCOC(=O)C(=NOC)C(=O)C(C)Cl. Reaction SMILES: [CH3:19][C:20](=[O:21])[OH:22].[CH3:1][O:2][N:3]=[C:4]([C:5](=[O:6])[O:7][CH2:8][CH3:9])[C:10]([CH2:11][CH3:12])=[O:13].[S:14]([Cl:15])(=[O:16])([Cl:17])=[O:18]>>[CH3:1][O:2][N:3]=[C:4]([C:5](=[O:6])[O:7][CH2:8][CH3:9])[C:10]([CH:11]([CH3:12])[Cl:17])=[O:13].